From a dataset of the Open Reaction Database (ORD), a public repository of structured organic reaction records. describe an organic reaction: reactants, conditions, products, and yield Reactants: COC(=O)C1=NC=C(N=C1)Cl (5-chloropyrazine-2-carboxylic acid methyl ester), C1(=CC=CC=C1)B(O)O (phenylboronic acid), [F-].[Cs+] (cesium fluoride), C(=O)([O-])[O-].[Na+].[Na+] (Na2CO3), CN(C=O)C (dimethylformamide). The reagents and catalysts are CC(=O)[O-].CC(=O)[O-].[Pd+2] (Pd(OAc)2). Solvent: O (water), C(C)(=O)OCC (ethyl acetate). Reaction conditions: temperature 80 celsius. Product: COC(=O)C=1C=NC(=NC1)C1=CC=CC=C1 (2-phenylpyrimidine-5-carboxylic acid methyl ester). Reaction SMILES: [CH3:1][O:2][C:3]([C:5]1[CH:10]=[N:9][C:8](Cl)=[CH:7]N=1)=[O:4].[C:12]1(B(O)O)C=[CH:16][CH:15]=[CH:14][CH:13]=1.[F-].[Cs+].C([O-])([O-])=O.[Na+].[Na+].[CH3:29][N:30](C)C=O>O.C(OCC)(=O)C.CC([O-])=O.CC([O-])=O.[Pd+2]>[CH3:1][O:2][C:3]([C:5]1[CH:10]=[N:9][C:8]([C:7]2[CH:16]=[CH:15][CH:14]=[CH:13][CH:12]=2)=[N:30][CH:29]=1)=[O:4] |f:2.3,4.5.6,10.11.12|. Procedure: Combine 5-chloropyrazine-2-carboxylic acid methyl ester (626 mg, 3.64 mmol), phenylboronic acid (666 mg, 5.45 mmol), cesium fluoride (55 mg, 0.36 mmol) and Na2CO3 (964 mg, 9.09 mmol) in dimethylformamide (5 mL) and water (5 mL) with stirring. Place the hetereogeneous reaction mixture, open to the air, in an oil bath maintained at 80° C. After 5 minutes of heating, add Pd(OAc)2 (81 mg 0.36 mmol) in one portion and stir until reaction turns black. Cool the reaction to room temperature, dilute with... Starting materials: FC1=C(C2=C(C[C@@H](B(O2)O)OC)C=C1)C(=O)O ((R)-7-fluoro-2-hydroxy-3-methoxy-3,4-dihydro-2H-benzo[e][1,2]oxaborinine-8-carboxylic acid), NN1C(=NN=C1)S (4-amino-4H-1,2,4-triazole-3-thiol). Yields the product NN1C(=NN=C1)S[C@@H]1B(OC2=C(C1)C=CC(=C2C(=O)O)F)O ((R)-3-(4-amino-4H-1,2,4-triazol-3-ylthio)-7-fluoro-2-hydroxy-3,4-dihydro-2H-benzo[e][1,2]oxaborinine-8-carboxylic acid). RXN SMILES: [F:1][C:2]1[CH:14]=[CH:13][C:5]2[CH2:6][C@H:7](OC)[B:8]([OH:10])[O:9][C:4]=2[C:3]=1[C:15]([OH:17])=[O:16].[NH2:18][N:19]1[CH:23]=[N:22][N:21]=[C:20]1[SH:24]>>[NH2:18][N:19]1[CH:23]=[N:22][N:21]=[C:20]1[S:24][C@H:7]1[CH2:6][C:5]2[CH:13]=[CH:14][C:2]([F:1])=[C:3]([C:15]([OH:17])=[O:16])[C:4]=2[O:9][B:8]1[OH:10]. Procedure: Compound (20) was prepared from 19G (example 19) following methods described in steps 5 and 6 of example 1 utilizing 4-amino-4H-1,2,4-triazole-3-thiol. The reactants are COC1=CC=C(C=C1)C=CC1=C(C(=O)O)C=CC=N1 (2-[2-(4-methoxyphenyl)ethenyl]nicotinic acid), [OH-].[Na+] (NaOH). The reagents and catalysts are [Pd] (Pd/C). The solvent is O (H2O). Conditions: time 4.5 hour. Product: COC1=CC=C(C=C1)CCC1=C(C(=O)O)C=CC=N1 (2-[2-(4-Methoxyphenyl)ethyl]nicotinic Acid). Yield: 84.1%. As a reaction SMILES: [CH3:1][O:2][C:3]1[CH:8]=[CH:7][C:6]([CH:9]=[CH:10][C:11]2[N:19]=[CH:18][CH:17]=[CH:16][C:12]=2[C:13]([OH:15])=[O:14])=[CH:5][CH:4]=1.[OH-].[Na+]>O.[Pd]>[CH3:1][O:2][C:3]1[CH:8]=[CH:7][C:6]([CH2:9][CH2:10][C:11]2[N:19]=[CH:18][CH:17]=[CH:16][C:12]=2[C:13]([OH:15])=[O:14])=[CH:5][CH:4]=1 |f:1.2|. Reported procedure: 10% Pd/C (2.21 g, 2.08 mmole) was added to a solution of 2-[2-(4-methoxyphenyl)ethenyl]nicotinic acid (5.31 g, 20.80 mmole) and 1.0 N NaOH (23 mL, 23 mmole) in H2O (81 mL), and the mixture was shaken at RT under H2 (50 psi) on a Parr apparatus. After 4.5 hr, the mixture was filtered through celite®, and the filtrate was acidified to pH 5 with glacial acetic acid. The solid was collected by suction filtration, washed with H2O, and dried in high vacuum at 45° C. to afford the title compound (4.50 ... The reactants are C(C)(=O)OC=1C=C(C(=O)OC)C=C(C1OC)[N+](=O)[O-] (methyl 3-(acetyloxy)-4-(methyloxy)-5-nitrobenzoate), C(C)(=O)OC=1C=C(C(=O)OC)C=C(C1OC)[N+](=O)[O-] (methyl 3-(acetyloxy)-4-(methyloxy)-5-nitrobenzoate). The reagents and catalysts are [Pd] (palladium on carbon). Solvent: C(C)(=O)OCC (ethyl acetate). The product is C(C)(=O)OC=1C=C(C(=O)OC)C=C(C1OC)N (methyl 3-(acetyloxy)-5-amino-4-(methyloxy)benzoate). Isolated yield 81.9%. Reaction SMILES: [C:1]([O:4][C:5]1[CH:6]=[C:7]([CH:12]=[C:13]([N+:17]([O-])=O)[C:14]=1[O:15][CH3:16])[C:8]([O:10][CH3:11])=[O:9])(=[O:3])[CH3:2]>C(OCC)(=O)C.[Pd]>[C:1]([O:4][C:5]1[CH:6]=[C:7]([CH:12]=[C:13]([NH2:17])[C:14]=1[O:15][CH3:16])[C:8]([O:10][CH3:11])=[O:9])(=[O:3])[CH3:2]. Reported procedure: A solution of methyl 3-(acetyloxy)-4-(methyloxy)-5-nitrobenzoate (27.2 g, 101 mmol.) in ethyl acetate (200 mL) with 10% palladium on carbon (1.0 g) added was hydrogenated at atmospheric pressure until complete reduction to the aniline was observed by TLC (>24 hours). The mixture was then filtered through a bed of celite and the filtrate concentrated to provide methyl 3-(acetyloxy)-5-amino-4-(methyloxy)benzoate (19.8 g, 82% yield) as an oil that slowly crystallized on standing. 1H NMR (400 MHz, C...